From a dataset of the Open Reaction Database (ORD), a public repository of structured organic reaction records. describe an organic reaction: reactants, conditions, products, and yield Reaction conditions: time 1 hour. Reported procedure: At room temperature, methyl 4-(2-aminothiazol-4-yl)benzoate (300 mg) was suspended in a mixed solvent of tetrahydrofuran (5 ml) and methanol (5 ml), followed by the addition of a 1N aqueous sodium hydroxide solution (10 ml). The resulting mixture was stirred for one hour. To the reaction mixture, N,N-dimethylformamide (5 ml) was added, followed by heating under reflux for 6 hours. After completion of the reaction, the solvent was distilled off. To the residue, water and 1N hydrochloric acid were... Starting materials: NC=1SC=C(N1)C1=CC=C(C(=O)OC)C=C1 (methyl 4-(2-aminothiazol-4-yl)benzoate), [OH-].[Na+] (sodium hydroxide), O1CCCC1 (tetrahydrofuran), CO (methanol). Reaction SMILES: [NH2:1][C:2]1[S:3][CH:4]=[C:5]([C:7]2[CH:16]=[CH:15][C:10]([C:11]([O:13]C)=[O:12])=[CH:9][CH:8]=2)[N:6]=1.O1CCCC1.CO.[OH-].[Na+]>CN(C)C=O>[NH2:1][C:2]1[S:3][CH:4]=[C:5]([C:7]2[CH:8]=[CH:9][C:10]([C:11]([OH:13])=[O:12])=[CH:15][CH:16]=2)[N:6]=1 |f:3.4|. Product: NC=1SC=C(N1)C1=CC=C(C(=O)O)C=C1 (4-(2-Aminothiazol-4-yl)benzoic acid). Solvent: CN(C=O)C (N,N-dimethylformamide).